describe an organic reaction: reactants, conditions, products, and yield From a dataset of the Open Reaction Database (ORD), a public repository of structured organic reaction records. The reactants are Cl.NC1=C(C=C(O)C=C1)O (4-Aminoresorcinol hydrochloride), C(C)(=O)Cl (acetyl chloride), C1(=CC=C(C=C1)S(=O)(=O)[O-])C.[NH+]1=CC=CC=C1 (pyridinium-p-toluenesulfonate), C1(=CC=C(C=C1)S(=O)(=O)[O-])C.[NH+]1=CC=CC=C1 (PPTS). The solvent is xylenes, C(C)N(CC)CC (triethylamine). The product is CC=1OC2=C(N1)C=CC(=C2)O (2-Methyl-benzoxazol-6-ol). Reaction SMILES: Cl.[NH2:2][C:3]1[CH:9]=[CH:8][C:6]([OH:7])=[CH:5][C:4]=1[OH:10].[C:11](Cl)(=O)[CH3:12].C1(C)C=CC(S([O-])(=O)=O)=CC=1.[NH+]1C=CC=CC=1>C(N(CC)CC)C>[CH3:11][C:12]1[O:10][C:4]2[CH:5]=[C:6]([OH:7])[CH:8]=[CH:9][C:3]=2[N:2]=1 |f:0.1,3.4|. Procedure details: 4-Aminoresorcinol hydrochloride (2.0 g, 12.4 mM), acetyl chloride (1.0 g, 12.6 mM), triethylamine (1.38 g, 13.6 mM) and pyridinium-p-toluenesulfonate (PPTS, 800 mg, 3.2 mM) were refluxed in xylenes (50 mL) for about 18 hours. Additional PPTS (300 mg) was added and the mixture was then refluxed about 48 hours. The reaction mixture was concentrated and the residue dissolved in ethyl acetate (200 mL) and washed with H2O (3×150 mL). The combined aqueous layer was back extracted with ethyl acetate (2... Reactants: CCOC(=O)C1(C2CN(C(=O)OCc3ccccc3)CC2F)CC1, CCO, [Na+], [OH-]. The product is O=C(OCc1ccccc1)N1CC(F)C(C2(C(=O)O)CC2)C1. Reaction SMILES: [CH2:1]([c:2]1[cH:3][cH:4][cH:5][cH:6][cH:7]1)[O:8][C:9](=[O:10])[N:11]1[CH2:12][CH:13]([F:24])[CH:14]([C:16]2([C:19](=[O:20])[O:21][CH2:22][CH3:23])[CH2:17][CH2:18]2)[CH2:15]1.[CH3:27][CH2:28][OH:29].[Na+:26].[OH-:25]>>[CH2:1]([c:2]1[cH:3][cH:4][cH:5][cH:6][cH:7]1)[O:8][C:9](=[O:10])[N:11]1[CH2:12][CH:13]([F:24])[CH:14]([C:16]2([C:19](=[O:20])[OH:21])[CH2:17][CH2:18]2)[CH2:15]1. Starting materials: OC=1C=NC(=NC1)C1=CC=C(C=C1)CCCCCC (5-hydroxy-2-(4-n-hexyl-phenyl)-pyrimidine), C(CC)C1=CC=C(CBr)C=C1 (4-n-propylbenzyl bromide), C([O-])([O-])=O.[K+].[K+] (potassium carbonate). Solvent: CN(C=O)C (dimethylformamide). The product is C(CC)C1=CC=C(COC=2C=NC(=NC2)C2=CC=C(C=C2)CCCCCC)C=C1 (2-(4-n-hexylphenyl)-pyrimidin-5-yl p-n-propylbenzyl ether). As a reaction SMILES: [OH:1][C:2]1[CH:3]=[N:4][C:5]([C:8]2[CH:13]=[CH:12][C:11]([CH2:14][CH2:15][CH2:16][CH2:17][CH2:18][CH3:19])=[CH:10][CH:9]=2)=[N:6][CH:7]=1.[CH2:20]([C:23]1[CH:30]=[CH:29][C:26]([CH2:27]Br)=[CH:25][CH:24]=1)[CH2:21][CH3:22].C(=O)([O-])[O-].[K+].[K+]>CN(C)C=O>[CH2:20]([C:23]1[CH:30]=[CH:29][C:26]([CH2:27][O:1][C:2]2[CH:7]=[N:6][C:5]([C:8]3[CH:13]=[CH:12][C:11]([CH2:14][CH2:15][CH2:16][CH2:17][CH2:18][CH3:19])=[CH:10][CH:9]=3)=[N:4][CH:3]=2)=[CH:25][CH:24]=1)[CH2:21][CH3:22] |f:2.3.4|. Procedure details: A mixture of 10.2 g of 5-hydroxy-2-(4-n-hexyl-phenyl)-pyrimidine, 8.6 g of 4-n-propylbenzyl bromide, 8.6 g of potassium carbonate and 50 ml of dimethylformamide are warmed at 90° for 10 hours. Conventional work-up gives 2-(4-n-hexylphenyl)-pyrimidin-5-yl p-n-propylbenzyl ether. The reactants are C(C1=CC=CC=C1)OC1=C(C=O)C=CC=C1C(C)(C)C (2-(benzyloxy)-3-tert-butylbenzaldehyde), BrC=1C=C(C=CC1)C1=NC=CC=C1 (2-(3-bromophenyl)pyridine), C(CCC)[Li] (n-butyllithium), hexanes, [Cl-].[NH4+] (ammonium chloride). The solvent is O1CCCC1 (tetrahydrofuran), O1CCCC1 (tetrahydrofuran). Reaction conditions: time 30 minute. Yields the product C(C1=CC=CC=C1)OC1=C(C=CC=C1C(C)(C)C)C(O)C1=CC(=CC=C1)C1=NC=CC=C1 ((2-(Benzyloxy)-3-tert-butylphenyl)(3-(pyridin-2-yl)phenyl)methanol). Reaction SMILES: Br[C:2]1[CH:3]=[C:4]([C:8]2[CH:13]=[CH:12][CH:11]=[CH:10][N:9]=2)[CH:5]=[CH:6][CH:7]=1.C([Li])CCC.[CH2:19]([O:26][C:27]1[C:34]([C:35]([CH3:38])([CH3:37])[CH3:36])=[CH:33][CH:32]=[CH:31][C:28]=1[CH:29]=[O:30])[C:20]1[CH:25]=[CH:24][CH:23]=[CH:22][CH:21]=1.[Cl-].[NH4+]>O1CCCC1>[CH2:19]([O:26][C:27]1[C:34]([C:35]([CH3:36])([CH3:38])[CH3:37])=[CH:33][CH:32]=[CH:31][C:28]=1[CH:29]([C:2]1[CH:7]=[CH:6][CH:5]=[C:4]([C:8]2[CH:13]=[CH:12][CH:11]=[CH:10][N:9]=2)[CH:3]=1)[OH:30])[C:20]1[CH:21]=[CH:22][CH:23]=[CH:24][CH:25]=1 |f:3.4|. Reported procedure: A solution of 2-(3-bromophenyl)pyridine (2.4 g, 10.25 mmol) in anhydrous tetrahydrofuran (25 mL) was stirred at −78° C. and 2.5M n-butyllithium in hexanes (4.1 mL, 10.25 mmol) was added at such a rate that temperature did not exceed −70° C. Stirring was continued on the cold bath for 30 min and a solution of 2-(benzyloxy)-3-tert-butylbenzaldehyde (2.75 g, 10.25 mmol) in tetrahydrofuran (12 mL) was added at such a rate that temperature did not exceed −65° C. Stirring was continued on the cold bat... Starting materials: N1N=CC2=CC(=CC=C12)N1C(C=C(C=C1)C1=CC=C(C=C1)C(F)(F)F)=O (1-(1H-indazol-5-yl)-4-(4-(trifluoromethyl)phenyl)pyridin-2(1H)-one), S(=O)(=O)(OC[C@H]1CO1)C1=CC=C([N+](=O)[O-])C=C1 ((R)-(−)-glycidyl nosylate), C([O-])([O-])=O.[Cs+].[Cs+] (cesium carbonate). Reported procedure: A mixture of 1-(1H-indazol-5-yl)-4-(4-(trifluoromethyl)phenyl)pyridin-2(1H)-one (750 mg, 2.11 mmol), (R)-(−)-glycidyl nosylate (657 mg, 2.53 mmol) and cesium carbonate (1.03 g, 3.17 mmol) in methyl sulfoxide (6 mL) was stirred at ambient temperature overnight. The reaction mixture was diluted with water (20 mL) and extracted with ethyl acetate (2×50 mL). The combined organic extracts were washed with brine (20 mL), dried (Na2SO4), and concentrated under reduced pressure. Purification by column c... Run in CS(=O)C (methyl sulfoxide), O (water). As a reaction SMILES: [NH:1]1[C:9]2[C:4](=[CH:5][C:6]([N:10]3[CH:15]=[CH:14][C:13]([C:16]4[CH:21]=[CH:20][C:19]([C:22]([F:25])([F:24])[F:23])=[CH:18][CH:17]=4)=[CH:12][C:11]3=[O:26])=[CH:7][CH:8]=2)[CH:3]=[N:2]1.S(C1C=CC([N+]([O-])=O)=CC=1)(O[CH2:31][C@@H:32]1[O:34][CH2:33]1)(=O)=O.C(=O)([O-])[O-].[Cs+].[Cs+]>CS(C)=O.O>[O:34]1[CH2:33][C@@H:32]1[CH2:31][N:1]1[C:9]2[C:4](=[CH:5][C:6]([N:10]3[CH:15]=[CH:14][C:13]([C:16]4[CH:21]=[CH:20][C:19]([C:22]([F:24])([F:25])[F:23])=[CH:18][CH:17]=4)=[CH:12][C:11]3=[O:26])=[CH:7][CH:8]=2)[CH:3]=[N:2]1 |f:2.3.4|. Yield: 55.3%. Product: O1[C@H](C1)CN1N=CC2=CC(=CC=C12)N1C(C=C(C=C1)C1=CC=C(C=C1)C(F)(F)F)=O ((S)-1-(1-(Oxiran-2-ylmethyl)-1H-indazol-5-yl)-4-(4-(trifluoromethyl)phenyl)pyridin-2(1H)-one). Reaction conditions: time 8 hour.